From a dataset of the Open Reaction Database (ORD), a public repository of structured organic reaction records. describe an organic reaction: reactants, conditions, products, and yield The reactants are ClCC(=O)N1C=2C(C(NC3=C1C=CC=C3)=O)=CSC2C (4-(chloroacetyl)-4,9-dihydro-3-methyl-10H-thieno[3,4-b][1,5]benzodiazepin-10-one), N1CCCCC1 (piperidine). Solvent: C1CCCCC1.C(C)(=O)OCC (cyclohexane ethyl acetate). Product: C(C)N(CC)CC1N(CCCC1)CC(=O)N1C=2C(C(NC3=C1C=CC=C3)=O)=CSC2C (4-[[2-[(Diethylamino)methyl]-1-piperidinyl]acetyl]-4,9-dihydro-3-methyl-10H-thieno[3,4-b][1,5]benzodiazepin-10-one). RXN SMILES: Cl[CH2:2][C:3]([N:5]1[C:11]2[CH:12]=[CH:13][CH:14]=[CH:15][C:10]=2[NH:9][C:8](=[O:16])[C:7]2=[CH:17][S:18][C:19]([CH3:20])=[C:6]12)=[O:4].[NH:21]1[CH2:26][CH2:25][CH2:24][CH2:23][CH2:22]1>C1CCCCC1.C(OCC)(=O)C>[CH2:3]([N:5]([CH2:11][CH:22]1[CH2:23][CH2:24][CH2:25][CH2:26][N:21]1[CH2:2][C:3]([N:5]1[C:11]2[CH:12]=[CH:13][CH:14]=[CH:15][C:10]=2[NH:9][C:8](=[O:16])[C:7]2=[CH:17][S:18][C:19]([CH3:20])=[C:6]12)=[O:4])[CH2:6][CH3:19])[CH3:2] |f:2.3|. Procedure: The title compound is prepared analogously to Example 2 from 4-(chloroacetyl)-4,9-dihydro-3-methyl-10H-thieno[3,4-b][1,5]benzodiazepin-10-one and 2-(diethylamino)methyl]piperidine to give colorless crystals, mp. 147°-149° C. (cyclohexane/ethyl acetate 9:1 v/v).